This data is from the Open Reaction Database (ORD), a public repository of structured organic reaction records. The task is: describe an organic reaction: reactants, conditions, products, and yield Reactants: [BH4-].[Na+] (sodium borohydride), OC1=C(C(OC2=C1C=CC=C2)=O)CCC(C2=CC=CC=C2)=O (4-Hydroxy-3-(3-oxo-3-phenylpropyl)-2H-1-benzopyran-2-one), C(C)(=O)O (acetic acid). The solvent is CO (methanol). Reaction conditions: time 36 hour. Product: OC1=C(C(OC2=C1C=CC=C2)=O)CCC(C2=CC=CC=C2)O (4-Hydroxy-3-(3-hydroxy-3-phenylpropyl)-2H-1-benzopyran-2-one). As a reaction SMILES: [OH:1][C:2]1[C:7]2[CH:8]=[CH:9][CH:10]=[CH:11][C:6]=2[O:5][C:4](=[O:12])[C:3]=1[CH2:13][CH2:14][C:15](=[O:22])[C:16]1[CH:21]=[CH:20][CH:19]=[CH:18][CH:17]=1.[BH4-].[Na+].C(O)(=O)C>CO>[OH:1][C:2]1[C:7]2[CH:8]=[CH:9][CH:10]=[CH:11][C:6]=2[O:5][C:4](=[O:12])[C:3]=1[CH2:13][CH2:14][CH:15]([OH:22])[C:16]1[CH:21]=[CH:20][CH:19]=[CH:18][CH:17]=1 |f:1.2|. Procedure details: A rapidly stirred suspension of the product obtained in Example 16 (0.21 g, 0.71 mmol) in 10 mL of methanol was treated portionwise with 0.08 g (2.1 mmol) of sodium borohydride. The reaction mixture was stirred at room temperature for 36 hours. Glacial 30 acetic acid (3 mL) was added, and the mixture was concentrated. The residue was partitioned between ethyl acetate and water, and the organic layer was dried and concentrated. The product was chromatographed on silica gel, eluting with 4:1 chlor... The product is C1(CC1)N1C=C(C(C2=CC(=C(C=C12)N1CC(CC1C)NC(C)=O)F)=O)C(=O)O (1-Cyclopropyl-6-fluoro-1,4-dihydro-7-(3′-acetamido-5′-methylpyrrolidin-1-yl)-4-oxo-quinoline-3-carboxylic acid). Reactants: C1(CC1)N1C=C(C(C2=CC(=C(C=C12)Cl)F)=O)C(=O)O (1-cyclopropyl-6-fluoro-7-chloro-1,4-dihydro-4-oxo-quinoline-3-carboxylic acid), C(C)(=O)NC1CNC(C1)C (3-acetamido-5-methylpyrrolidine). As a reaction SMILES: [CH:1]1([N:4]2[C:13]3[C:8](=[CH:9][C:10]([F:15])=[C:11](Cl)[CH:12]=3)[C:7](=[O:16])[C:6]([C:17]([OH:19])=[O:18])=[CH:5]2)[CH2:3][CH2:2]1.[C:20]([NH:23][CH:24]1[CH2:28][CH:27]([CH3:29])[NH:26][CH2:25]1)(=[O:22])[CH3:21]>>[CH:1]1([N:4]2[C:13]3[C:8](=[CH:9][C:10]([F:15])=[C:11]([N:26]4[CH:27]([CH3:29])[CH2:28][CH:24]([NH:23][C:20](=[O:22])[CH3:21])[CH2:25]4)[CH:12]=3)[C:7](=[O:16])[C:6]([C:17]([OH:19])=[O:18])=[CH:5]2)[CH2:3][CH2:2]1. Reported procedure: The condensation of 1-cyclopropyl-6-fluoro-7-chloro-1,4-dihydro-4-oxo-quinoline-3-carboxylic acid with 3-acetamido-5-methylpyrrolidine in a similar manner as described in example 1 give the titled product. Yield (68%), m.p 270–72° C., C20H22FN3O4, m/z 388 (M+1). Reactants: CCOC(=O)C(NC(C)=O)C(=O)OCC, C[O-], CCO, ClCc1ccc2ccccc2n1, Cl, [Na+]. Product: CCOC(=O)C(NC(=O)CCc1ccc2ccccc2n1)C(=O)OCC. Reaction SMILES: [C:14]([CH3:15])(=[O:16])[NH:17][CH:18]([C:19](=[O:20])[O:21][CH2:22][CH3:23])[C:24](=[O:25])[O:26][CH2:27][CH3:28].[CH3:29][O-:30].[CH3:32][CH2:33][OH:34].[Cl:2][CH2:3][c:4]1[n:5][c:6]2[cH:7][cH:8][cH:9][cH:10][c:11]2[cH:12][cH:13]1.[ClH:1].[Na+:31]>>[CH2:3]([c:4]1[n:5][c:6]2[cH:7][cH:8][cH:9][cH:10][c:11]2[cH:12][cH:13]1)[CH2:15][C:14](=[O:16])[NH:17][CH:18]([C:19](=[O:20])[O:21][CH2:22][CH3:23])[C:24](=[O:25])[O:26][CH2:27][CH3:28].